From a dataset of the Open Reaction Database (ORD), a public repository of structured organic reaction records. describe an organic reaction: reactants, conditions, products, and yield Reactants: dianhydride, [Na] (sodium), 2,2-bis(3,4-dicarboxy phenyl) hexafluoropropane dianhydride, C1=CC(=C2C(=CC=C(C2=C1C(=O)O)C(=O)O)C(=O)O)C(=O)O (tetra acid), monoanhydride-diacid, tetra-acid, monohydride. The reagents and catalysts are [Mn] (manganese), [Fe] (iron), [Co] (cobalt). Product: C1=CC2=C(C=C1C3=CC4=C(C=C3)C(=O)OC4=O)C(=O)OC2=O (BPDA). Reaction SMILES: [Na].[CH:2]1[C:11](C(O)=O)=[C:10]2[C:5]([C:6]([C:18]([OH:20])=[O:19])=[CH:7][CH:8]=[C:9]2[C:15](O)=O)=[C:4]([C:21]([OH:23])=O)[CH:3]=1>[Fe].[Co].[Mn]>[CH:11]1[C:10]([C:9]2[CH:8]=[CH:7][C:6]3[C:18]([O:20][C:21](=[O:23])[C:4]=3[CH:15]=2)=[O:19])=[CH:5][C:4]2[C:21]([O:20][C:18](=[O:19])[C:3]=2[CH:2]=1)=[O:23] |^1:0|. Procedure details: Monomers used in accordance with the examples which follow are preferably substantially analytically pure; for example, "electronic" grade 6FDA is preferable. This material contains more that 98.5% dianhydride, less that 1.5% of the corresponding monoanhydride-diacid and less than 0.1% of the corresponding tetra-acid. The 2,2-bis(3,4-dicarboxy phenyl) hexafluoropropane dianhydride specified herein (6FDA) is available from Hoechst-Celanese Corporation, Route 202-206 North, Somerville, N.J. 08876.... Reactants: C(#N)[BH3-].[Na+] (sodium cyanoborohydride), N1CCC(CC1)N1C(NC(C1=O)CC1=CC=CC=C1)=O (3-(4-piperidinyl)-5-(phenylmethyl)-imidazolidin-2,4-dione), CC(C)(OC(=O)N1CCC(CC1)=O)C (1-(1,1-dimethylethoxycarbonyl)-4-piperidinone), C(C)O (ethanol). Reagents/catalysts: [Ti+4].CC([O-])C (titanium(IV) isopropoxide). Run in C(C)(=O)O (acetic acid), O (water). Reaction conditions: time 1 hour. The product is CC(C)(OC(=O)N1CCC(CC1)N1CCC(CC1)N1C(NC(C1=O)CC1=CC=CC=C1)=O)C (3-[1′-(1,1-dimethylethoxycarbonyl)-[1.4′]bipiperidinyl-4-yl]-5-(phenylmethyl)-imidazolidin-2,4-dione). RXN SMILES: [NH:1]1[CH2:6][CH2:5][CH:4]([N:7]2[C:11](=[O:12])[CH:10]([CH2:13][C:14]3[CH:19]=[CH:18][CH:17]=[CH:16][CH:15]=3)[NH:9][C:8]2=[O:20])[CH2:3][CH2:2]1.[CH3:21][C:22]([CH3:34])([O:24][C:25]([N:27]1[CH2:32][CH2:31][C:30](=O)[CH2:29][CH2:28]1)=[O:26])[CH3:23].C(O)C.C([BH3-])#N.[Na+]>[Ti+4].CC(C)[O-].O.C(O)(=O)C>[CH3:23][C:22]([CH3:34])([O:24][C:25]([N:27]1[CH2:32][CH2:31][CH:30]([N:1]2[CH2:6][CH2:5][CH:4]([N:7]3[C:11](=[O:12])[CH:10]([CH2:13][C:14]4[CH:19]=[CH:18][CH:17]=[CH:16][CH:15]=4)[NH:9][C:8]3=[O:20])[CH2:3][CH2:2]2)[CH2:29][CH2:28]1)=[O:26])[CH3:21] |f:3.4,5.6|. Procedure: A mixture of 5.5 g (20.2 mmol) of 3-(4-piperidinyl)-5-(phenylmethyl)-imidazolidin-2,4-dione, 4.0 g (20.1 mmol) of 1-(1,1-dimethylethoxycarbonyl)-4-piperidinone, 8 ml (20 mmol) of titanium(IV)-isopropoxide and 100 ml of anhydrous ethanol was stirred for 1 hour at ambient temperature. Then 0.89 g (13.45 mmol) of 95% sodium cyanoborohydride was added, the mixture was adjusted to pH 5 by the dropwise addition of glacial acetic acid and stirred overnight at ambient temperature. The mixture was stirre... Starting materials: BrCCCCBr (1,4-Dibromobutane), [Li] (lithium), CC=1SC=CC1 (2-methylthiophene). Run in O (Water). Conditions: time 1 hour. Product: BrCCCCC=1SC(=CC1)C (2-(4-bromobutyl)-5-methylthiophene). Yield: 85.8%. Reaction SMILES: [Br:1][CH2:2][CH2:3][CH2:4][CH2:5]Br.[Li].[CH3:8][C:9]1[S:10][CH:11]=[CH:12][CH:13]=1>O>[Br:1][CH2:2][CH2:3][CH2:4][CH2:5][C:11]1[S:10][C:9]([CH3:8])=[CH:13][CH:12]=1 |^1:6|. Procedure details: This procedure was used to synthesize the disubstituted synthetic intermediate 2-(n-bromoalkyl)-5-R-thiophene (2, wherein R is not H). The synthesis of 2h was accomplished by first synthesizing the 2-methylthienyllithium intermediate. A solution of n-butyllithium (2.5 M in hexane) (Aldrich Chemical Co.) (4.4 mL, 0.011 moles) was added dropwise to 2-methylthiophene (0.98 gm, 0.01 moles) (Lancaster Synthesis, Windham, N.H.) in THF (50 mL) at 0° C. to yield the lithium salt of 2-methylthiophene. Th... The reactants are solution, Cl (hydrogen chloride), CN(CC(COC1=C(C=CC=C1)CCCCC1=CC=C(C=C1)C)O)C (3-dimethylamino-1-{2-[4-(4-methylphenyl)butyl]phenoxy}-2-propanol), C(C)(=O)OCC (ethyl acetate). Solvent: O1CCOCC1 (dioxane). The product is Cl.CN(CC(COC1=C(C=CC=C1)CCCCC1=CC=C(C=C1)C)O)C (3-Dimethylamino-1-{2-[4-(4-methylphenyl)butyl]phenoxy}-2-propanol hydrochloride). As a reaction SMILES: [ClH:1].[CH3:2][N:3]([CH3:26])[CH2:4][CH:5]([OH:25])[CH2:6][O:7][C:8]1[CH:13]=[CH:12][CH:11]=[CH:10][C:9]=1[CH2:14][CH2:15][CH2:16][CH2:17][C:18]1[CH:23]=[CH:22][C:21]([CH3:24])=[CH:20][CH:19]=1.C(OCC)(=O)C>O1CCOCC1>[ClH:1].[CH3:26][N:3]([CH3:2])[CH2:4][CH:5]([OH:25])[CH2:6][O:7][C:8]1[CH:13]=[CH:12][CH:11]=[CH:10][C:9]=1[CH2:14][CH2:15][CH2:16][CH2:17][C:18]1[CH:23]=[CH:22][C:21]([CH3:24])=[CH:20][CH:19]=1 |f:4.5|. Procedure: 0.95 ml of a 4N solution of hydrogen chloride in dioxane was added to a solution of 640 mg of 3-dimethylamino-1-{2-[4-(4-methylphenyl)butyl]phenoxy}-2-propanol [prepared as described in step (b) above] in a suitable amount of ethyl acetate, and the resulting solution was concentrated by evaporation under reduced pressure. The resulting residue was then dried in vacuo, to give 708 mg (a quantitative yield) of the title compound as a colorless oil.